This data is from the Open Reaction Database (ORD), a public repository of structured organic reaction records. The task is: describe an organic reaction: reactants, conditions, products, and yield Reactants: O=S(Cl)Cl, OCCCn1cncn1. Yields the product ClCCCn1cncn1. Reaction SMILES: [S:10]([Cl:11])([Cl:12])=[O:13].[n:1]1([CH2:6][CH2:7][CH2:8][OH:9])[n:2][cH:3][n:4][cH:5]1>>[n:1]1([CH2:6][CH2:7][CH2:8][Cl:12])[n:2][cH:3][n:4][cH:5]1. The reactants are C(C)(C)(C)OC(N(CCC1=C(C=CC=C1)[N+](=O)[O-])C)=O (N-Methyl-N-(2-(2-nitrophenyl)ethyl)carbamic acid tert-butyl ester). Reagents/catalysts: [Pd] (palladium on carbon). Run in C(C)O (ethanol). Conditions: time 16 hour. Yields the product C(C)(C)(C)OC(N(C)CCC1=C(C=CC=C1)N)=O (N-(2-(2-aminophenyl)ethyl)-N-methylcarbamic acid tert-butyl ester). Isolated yield 87.5%. RXN SMILES: [C:1]([O:5][C:6](=[O:20])[N:7]([CH3:19])[CH2:8][CH2:9][C:10]1[CH:15]=[CH:14][CH:13]=[CH:12][C:11]=1[N+:16]([O-])=O)([CH3:4])([CH3:3])[CH3:2]>C(O)C.[Pd]>[C:1]([O:5][C:6](=[O:20])[N:7]([CH2:8][CH2:9][C:10]1[CH:15]=[CH:14][CH:13]=[CH:12][C:11]=1[NH2:16])[CH3:19])([CH3:4])([CH3:2])[CH3:3]. Procedure details: N-Methyl-N-(2-(2-nitrophenyl)ethyl)carbamic acid tert-butyl ester (924 mg, 3.3 mmol) was dissolved in ethanol (60 ml). 10% palladium on carbon (200 mg) was added. The mixture was hydrogenated at room temperature at 1 atmosphere for 16 h. The catalyst was filtered off through a plug of celite. The solvent was removed in vacuo. The crude product was purified by flash chromatography on silica (60 g), using ethyl acetate/heptane (1:2) as eluent, to give 723 mg of N-(2-(2-aminophenyl)ethyl)-N-methylc... Starting materials: C1=CN=C2CCCC3=C(N12)C=C(C=C3)N (5,6-dihydro-4H-3,10b-diaza-benzo[e]azulen-9-ylamine), CNC(=O)C=1SC=CC1NC1=NC(=NC=C1Cl)Cl (3-(2,5-dichloro-pyrimidin-4-ylamino)-thiophene-2-carboxylic acid methylamide), 3-[5-chloro-2-(5,6-dihydro-4H-3,10b-diaza-benzo[e]azulen-9-ylamino)-pyrimidin-4-ylamino]-thiophene-2-carboxylic acid methylamide. HCl salt. Yields the product CNC(=O)C=1SC=CC1NC1=NC(=NC=C1Cl)NC=1C=CC2=C(N3C=CN=C3CCC2)C1 (3-[5-Chloro-2-(5,6-dihydro-4H-3,10b-diaza-benzo[e]azulen-9-ylamino)-pyrimidin-4-ylamino]-thiophene-2-carboxylic acid methylamide). Reaction SMILES: [CH:1]1[N:10]2[C:4]([CH2:5][CH2:6][CH2:7][C:8]3[CH:14]=[CH:13][C:12]([NH2:15])=[CH:11][C:9]=32)=[N:3][CH:2]=1.[CH3:16][NH:17][C:18]([C:20]1[S:21][CH:22]=[CH:23][C:24]=1[NH:25][C:26]1[C:31]([Cl:32])=[CH:30][N:29]=[C:28](Cl)[N:27]=1)=[O:19]>>[CH3:16][NH:17][C:18]([C:20]1[S:21][CH:22]=[CH:23][C:24]=1[NH:25][C:26]1[C:31]([Cl:32])=[CH:30][N:29]=[C:28]([NH:15][C:12]2[CH:13]=[CH:14][C:8]3[CH2:7][CH2:6][CH2:5][C:4]4[N:10]([CH:1]=[CH:2][N:3]=4)[C:9]=3[CH:11]=2)[N:27]=1)=[O:19]. Procedure details: Following a procedure analogous to Example 1741e, 5,6-dihydro-4H-3,10b-diaza-benzo[e]azulen-9-ylamine and 3-(2,5-dichloro-pyrimidin-4-ylamino)-thiophene-2-carboxylic acid methylamide were converted to 3-[5-chloro-2-(5,6-dihydro-4H-3,10b-diaza-benzo[e]azulen-9-ylamino)-pyrimidin-4-ylamino]-thiophene-2-carboxylic acid methylamide. HCl salt: 1H NMR (300 MHz, CD3OD) δ 8.25 (s, 1H), 8.08 (d, 1H), 7.85 (s, 1H), 7.81 (d, 1H), 7.68 (d, 1H), 7.65 (s, 2H), 7.51 (d, 1H), 3.07 (t, 2H), 2.91 (s, 3H), 2.80 (t... The reactants are COC(C(=CC=1C=C2C=NNC2=C(C1)C(C)C)NC(=O)OCC1=CC=CC=C1)=O (2-benzyloxycarbonylamino-3-(7-isopropyl-1H-indazol-5-yl)acrylic acid methyl ester). Reagents/catalysts: [Pd] (palladium on charcoal). Run in CO (methanol). Run at time 8 hour. Yields the product COC(C(CC=1C=C2C=NNC2=C(C1)C(C)C)N)=O ((±)-2-Amino-3-(7-isopropyl-1H-indazol-5-yl)propionic acid methyl ester). Yield: 90.3%. Reaction SMILES: [CH3:1][O:2][C:3](=[O:29])[C:4]([NH:18]C(OCC1C=CC=CC=1)=O)=[CH:5][C:6]1[CH:7]=[C:8]2[C:12](=[C:13]([CH:15]([CH3:17])[CH3:16])[CH:14]=1)[NH:11][N:10]=[CH:9]2>CO.[Pd]>[CH3:1][O:2][C:3](=[O:29])[CH:4]([NH2:18])[CH2:5][C:6]1[CH:7]=[C:8]2[C:12](=[C:13]([CH:15]([CH3:16])[CH3:17])[CH:14]=1)[NH:11][N:10]=[CH:9]2. Procedure details: A solution of 2-benzyloxycarbonylamino-3-(7-isopropyl-1H-indazol-5-yl)acrylic acid methyl ester (0.35 g, 0.89 mmol) in methanol (7 mL) was flushed with nitrogen, and treated with palladium on charcoal (10%, 35 mg). The flask was flushed with hydrogen and allowed to stir under an atmosphere of hydrogen overnight. The reaction was flushed with nitrogen, filtered through celite, and concentrated. Column chromatography gave 0.21 g (90%) of the desired material. The reactants are CCO, Cc1nc(Cl)sc1CCCl. Product: Cc1ncsc1CCCl. Reaction SMILES: [CH3:11][CH2:12][OH:13].[Cl:1][c:2]1[s:3][c:4]([CH2:8][CH2:9][Cl:10])[c:5]([CH3:7])[n:6]1>>[cH:2]1[s:3][c:4]([CH2:8][CH2:9][Cl:10])[c:5]([CH3:7])[n:6]1. Reactants: CCOC(=O)c1cc2ccc3c4ccccc4c(C)cc3c2s1, CCO. The product is Cc1cc2c(ccc3ccsc32)c2ccccc12. As a reaction SMILES: [CH3:1][c:2]1[c:3]2[cH:4][cH:5][cH:6][cH:7][c:8]2[c:9]2[cH:10][cH:11][c:12]3[c:13]([s:14][c:15]([C:17]([O:18][CH2:19][CH3:20])=[O:21])[cH:16]3)[c:22]2[cH:23]1.[CH3:24][CH2:25][OH:26]>>[CH3:1][c:2]1[c:3]2[cH:4][cH:5][cH:6][cH:7][c:8]2[c:9]2[cH:10][cH:11][c:12]3[c:13]([s:14][cH:15][cH:16]3)[c:22]2[cH:23]1. Starting materials: CN(C)C=O, CN(C)c1cccc2c(S(N)(=O)=O)cccc12, O=[N+]([O-])c1ccc(Cl)nc1, [H-], [H][H], [Na+]. Product: CN(C)c1cccc2c(S(=O)(=O)Nc3ccc([N+](=O)[O-])cn3)cccc12. As a reaction SMILES: [CH3:32][N:33]([CH3:34])[CH:35]=[O:36].[CH3:3][N:4]([c:5]1[c:6]2[cH:7][cH:8][cH:9][c:10]([S:15](=[O:16])(=[O:17])[NH2:18])[c:11]2[cH:12][cH:13][cH:14]1)[CH3:19].[Cl:22][c:23]1[n:24][cH:25][c:26]([N+:29](=[O:30])[O-:31])[cH:27][cH:28]1.[H-:1].[H:20][H:21].[Na+:2]>>[CH3:3][N:4]([c:5]1[c:6]2[cH:7][cH:8][cH:9][c:10]([S:15](=[O:16])(=[O:17])[NH:18][c:23]3[n:24][cH:25][c:26]([N+:29](=[O:30])[O-:31])[cH:27][cH:28]3)[c:11]2[cH:12][cH:13][cH:14]1)[CH3:19]. Reactants: C(C)N1C=C(C(C2=CC(=C(C=C12)F)F)=O)C(=O)O (1-ethyl-6,7-difluoro-1,4-dihydro-4-oxo-3-quinolinecarboxylic acid), CN(C=O)C (N,N-dimethylformamide), CNCC1CNCC1 (N-methyl-3-pyrrolidinemethanamine). Solvent: C(C)#N (acetonitrile). Yields the product C(C)N1C=C(C(C2=CC(=C(C=C12)N1CC(CC1)CNC)F)=O)C(=O)O (1-ethyl-6-fluoro-1,4-dihydro-7-[3-[(methylamino)methyl]-1-pyrrolidinyl]-4-oxo-3-quinolinecarboxylic acid). Isolated yield 85.3%. Reaction SMILES: [CH2:1]([N:3]1[C:12]2[C:7](=[CH:8][C:9]([F:14])=[C:10](F)[CH:11]=2)[C:6](=[O:15])[C:5]([C:16]([OH:18])=[O:17])=[CH:4]1)[CH3:2].CN(C)C=O.[CH3:24][NH:25][CH2:26][CH:27]1[CH2:31][CH2:30][NH:29][CH2:28]1>C(#N)C>[CH2:1]([N:3]1[C:12]2[C:7](=[CH:8][C:9]([F:14])=[C:10]([N:29]3[CH2:30][CH2:31][CH:27]([CH2:26][NH:25][CH3:24])[CH2:28]3)[CH:11]=2)[C:6](=[O:15])[C:5]([C:16]([OH:18])=[O:17])=[CH:4]1)[CH3:2]. Reported procedure: A mixture of 1.00 g (3.95 mmole) 1-ethyl-6,7-difluoro-1,4-dihydro-4-oxo-3-quinolinecarboxylic acid, 10 ml N,N-dimethylformamide, 75 ml acetonitrile, and 1.35 g (11.85 mmole) of N-methyl-3-pyrrolidinemethanamine were refluxed overnight The reaction was cooled to room temperature and filtered. The precipitate was washed with water, ethanol/ether (1:3), and finally with ether until dry to give 1.17 g of 1-ethyl-6-fluoro-1,4-dihydro-7-[3-[(methylamino)methyl]-1-pyrrolidinyl]-4-oxo-3-quinolinecarboxy... The solvent is O1CCOCC1 (dioxane), CCOC(=O)C (EtOAc). Starting materials: Cl2Pd(AmPhos), CN1CCC(=CC1)B1OC(C(O1)(C)C)(C)C (1-methyl-4-(4,4,5,5-tetramethyl-1,3,2-dioxaborolan-2-yl)-1,2,3,6-tetrahydropyridine), BrC1=C(C=CC(=C1)C(F)(F)F)C1=C2CCN(CC2=CC=C1)S(=O)(=O)NC=1SC(=CN1)F (5-(2-bromo-4-(trifluoromethyl)phenyl)-N-(5-fluorothiazol-2-yl)-3,4-dihydroisoquinoline-2(1H)-sulfonamide), P(=O)([O-])([O-])[O-].[K+].[K+].[K+] (potassium phosphate). Isolated yield 28.6%. Reported procedure: A solution of Cl2Pd(AmPhos) (Sigma-Aldrich, St. Louis, Mo., 0.020 g, 0.028 mmol), 1-methyl-4-(4,4,5,5-tetramethyl-1,3,2-dioxaborolan-2-yl)-1,2,3,6-tetrahydropyridine (0.078 g, 0.350 mmol), 5-(2-bromo-4-(trifluoromethyl)phenyl)-N-(5-fluorothiazol-2-yl)-3,4-dihydroisoquinoline-2(1H)-sulfonamide (0.150 g, 0.280 mmol), and potassium phosphate (0.237 g, 1.119 mmol) in 2 mL dioxane 1 mL water, was heated to 110° C. 2 hours. After cooling to rt, the reaction mixture was diluted with EtOAc and washed wi... Yields the product FC1=CN=C(S1)NS(=O)(=O)N1CC2=CC=CC(=C2CC1)C1=C(C=C(C=C1)C(F)(F)F)C=1CCN(CC1)C (N-(5-fluorothiazol-2-yl)-5-(2-(1-methyl-1,2,3,6-tetrahydropyridin-4-yl)-4-(trifluoromethyl)phenyl)-3,4-dihydroisoquinoline-2(1H)-sulfonamide). RXN SMILES: [CH3:1][N:2]1[CH2:7][CH:6]=[C:5](B2OC(C)(C)C(C)(C)O2)[CH2:4][CH2:3]1.Br[C:18]1[CH:23]=[C:22]([C:24]([F:27])([F:26])[F:25])[CH:21]=[CH:20][C:19]=1[C:28]1[CH:37]=[CH:36][CH:35]=[C:34]2[C:29]=1[CH2:30][CH2:31][N:32]([S:38]([NH:41][C:42]1[S:43][C:44]([F:47])=[CH:45][N:46]=1)(=[O:40])=[O:39])[CH2:33]2.P([O-])([O-])([O-])=O.[K+].[K+].[K+]>O1CCOCC1.CCOC(C)=O>[F:47][C:44]1[S:43][C:42]([NH:41][S:38]([N:32]2[CH2:31][CH2:30][C:29]3[C:34](=[CH:35][CH:36]=[CH:37][C:28]=3[C:19]3[CH:20]=[CH:21][C:22]([C:24]([F:26])([F:25])[F:27])=[CH:23][C:18]=3[C:5]3[CH2:4][CH2:3][N:2]([CH3:1])[CH2:7][CH:6]=3)[CH2:33]2)(=[O:39])=[O:40])=[N:46][CH:45]=1 |f:2.3.4.5|.